From a dataset of the Open Reaction Database (ORD), a public repository of structured organic reaction records. describe an organic reaction: reactants, conditions, products, and yield The reactants are CC(C)(C)OC(=O)N1CCCC(O)C1, CCOC(=O)C(Nc1ccc(C#N)cc1)c1cc(OCC)cc(O)c1F. Yields the product CCOC(=O)C(Nc1ccc(C#N)cc1)c1cc(OCC)cc(OC2CCCN(C(=O)OC(C)(C)C)C2)c1F. Reaction SMILES: [C:27]([CH3:28])([CH3:29])([CH3:30])[O:31][C:32](=[O:33])[N:34]1[CH2:35][CH:36]([OH:40])[CH2:37][CH2:38][CH2:39]1.[CH2:1]([CH3:2])[O:3][C:4]([CH:5]([c:6]1[c:7]([F:16])[c:8]([OH:15])[cH:9][c:10]([O:12][CH2:13][CH3:14])[cH:11]1)[NH:17][c:18]1[cH:19][cH:20][c:21]([C:24]#[N:25])[cH:22][cH:23]1)=[O:26]>>[CH2:1]([CH3:2])[O:3][C:4]([CH:5]([c:6]1[c:7]([F:16])[c:8]([O:15][CH:36]2[CH2:35][N:34]([C:32]([O:31][C:27]([CH3:28])([CH3:29])[CH3:30])=[O:33])[CH2:39][CH2:38][CH2:37]2)[cH:9][c:10]([O:12][CH2:13][CH3:14])[cH:11]1)[NH:17][c:18]1[cH:19][cH:20][c:21]([C:24]#[N:25])[cH:22][cH:23]1)=[O:26].